From a dataset of the Open Reaction Database (ORD), a public repository of structured organic reaction records. describe an organic reaction: reactants, conditions, products, and yield The reactants are ClC=1C=C(C=CC1Cl)C(C)N1C[C@@H](OCC1)CNC(OC(C)(C)C)=O (tert-Butyl {(2S)-4-[1-(3,4-dichlorophenyl)ethyl]morpholin-2-yl}methylcarbamate), Cl (hydrogen chloride), CO (methanol). The solvent is O1CCOCC1 (dioxane). Reaction conditions: time 2 hour. Product: Cl.Cl.ClC=1C=C(C=CC1Cl)C(C)N1C[C@@H](OCC1)CN (1-{(2S)-4-[1-(3,4-Dichlorophenyl)ethyl]morpholin-2-yl}methanamine Dihydrochloride). As a reaction SMILES: [Cl:1][C:2]1[CH:3]=[C:4]([CH:9]([N:11]2[CH2:16][CH2:15][O:14][C@@H:13]([CH2:17][NH:18]C(=O)OC(C)(C)C)[CH2:12]2)[CH3:10])[CH:5]=[CH:6][C:7]=1[Cl:8].[ClH:26].CO>O1CCOCC1>[ClH:1].[ClH:26].[Cl:1][C:2]1[CH:3]=[C:4]([CH:9]([N:11]2[CH2:16][CH2:15][O:14][C@@H:13]([CH2:17][NH2:18])[CH2:12]2)[CH3:10])[CH:5]=[CH:6][C:7]=1[Cl:8] |f:4.5.6|. Reported procedure: Intermediate 32 was treated with 4M hydrogen chloride in dioxane (15 ml) and the solution stirred for 2 h at room temperature. The solution was treated with methanol (20 ml) and concentrated in vacuo to give the title compound as an off-white solid (1.53 g).